describe an organic reaction: reactants, conditions, products, and yield From a dataset of the Open Reaction Database (ORD), a public repository of structured organic reaction records. The reactants are C(C)OCC=1N(C2=C(C=NC=3C=C(C=CC23)O)N1)CC(C)(C)O (2-(ethoxymethyl)-1-(2-hydroxy-2-methylpropyl)-1H-imidazo[4,5-c]quinolin-7-ol), C(C1=CC=CC=C1)ONC1=CC=CC=C1 (benzyloxyaniline), C(CC)N (propylamine), C(C1=CC=CC=C1)OC=1C=C(N)C=CC1 (3-benzyloxyaniline), NCC(C)(O)C (1-amino-2-methylpropan-2-ol). Yields the product NC1=NC=2C=C(C=CC2C2=C1N=C(N2CC(C)(C)O)COCC)OCCNC(OC(C)(C)C)=O (tert-Butyl 2-{[4-amino-2-(ethoxymethyl)-1-(2-hydroxy-2-methylpropyl)-1H-imidazo[4,5-c]quinolin-7-yl]oxy}ethylcarbamate). As a reaction SMILES: [CH2:1]([O:3][CH2:4][C:5]1[N:6]([CH2:19][C:20]([OH:23])([CH3:22])[CH3:21])[C:7]2[C:16]3[CH:15]=[CH:14][C:13]([OH:17])=[CH:12][C:11]=3[N:10]=[CH:9][C:8]=2[N:18]=1)[CH3:2].C(OC1C=[C:34]([CH:36]=CC=1)[NH2:35])C1C=CC=CC=1.N[CH2:40][C:41]([CH3:44])([OH:43])[CH3:42].[CH2:45]([O:52]NC1C=CC=CC=1)C1C=CC=CC=1.C([NH2:63])CC>>[NH2:63][C:9]1[C:8]2[N:18]=[C:5]([CH2:4][O:3][CH2:1][CH3:2])[N:6]([CH2:19][C:20]([OH:23])([CH3:22])[CH3:21])[C:7]=2[C:16]2[CH:15]=[CH:14][C:13]([O:17][CH2:36][CH2:34][NH:35][C:45](=[O:52])[O:43][C:41]([CH3:44])([CH3:42])[CH3:40])=[CH:12][C:11]=2[N:10]=1. Reported procedure: A modification of the methods described in Parts A-I of Example 2 was used to prepare 2-(ethoxymethyl)-1-(2-hydroxy-2-methylpropyl)-1H-imidazo[4,5-c]quinolin-7-ol, with 3-benzyloxyaniline and 1-amino-2-methylpropan-2-ol used in lieu of 4 benzyloxyaniline and propylamine, respectively.